This data is from the Open Reaction Database (ORD), a public repository of structured organic reaction records. The task is: describe an organic reaction: reactants, conditions, products, and yield Reactants: C(C1=CC=CC=C1)OC1=CC(=NC=C1)\N=C/N(C)C ((Z)-N′-(4-(benzyloxy)pyridin-2-yl)-N,N-dimethylformamidine), Cl.ON (hydroxyl amine hydrochloride), CC(C)O (propan-2-ol). The solvent is C1CCOC1 (THF). Run at temperature 50 celsius. The product is C(C1=CC=CC=C1)OC1=CC(=NC=C1)\N=C/NO ((Z)-N′-(4-(benzyloxy)pyridin-2-yl)-N-hydroxyformamidine). RXN SMILES: [CH2:1]([O:8][C:9]1[CH:14]=[CH:13][N:12]=[C:11](/[N:15]=[CH:16]\[N:17](C)C)[CH:10]=1)[C:2]1[CH:7]=[CH:6][CH:5]=[CH:4][CH:3]=1.Cl.ON.CC([OH:26])C>C1COCC1>[CH2:1]([O:8][C:9]1[CH:14]=[CH:13][N:12]=[C:11](/[N:15]=[CH:16]\[NH:17][OH:26])[CH:10]=1)[C:2]1[CH:7]=[CH:6][CH:5]=[CH:4][CH:3]=1 |f:1.2|. Procedure: A 100 mL, single-neck, round-bottomed flask was charged with (Z)-N′-(4-(benzyloxy)pyridin-2-yl)-N,N-dimethylformamidine (7.66 g, 30.0 mmol), hydroxyl amine hydrochloride (2.40 g, 34.5 mmol), propan-2-ol (33.3 ml), and THF (5 ml). The reaction was heated to 50° C. for 7 hours, then concentrated. The residue was titrated with EtOAc/THF and filtered. The filtrate was concentrated and triturated with dichloromethane to provide the product as a white solid. Product: S(=O)(=O)([O-])[O-].[NH4+].[NH4+] (ammonium sulfate), [N+](=O)([O-])[O-].[NH4+] (ammonium nitrate). Procedure details: One commercial process uses ammonia to simultaneously remove SO2 and NOx within one reactor and produce mixed ammonium sulfate and nitrate fertilizer. This process is described in R. R. Lunt and J. D. Curic, Profiles in Flue Gas Desulfurization, 76-77, American Institute of Chemical Engineers (2000). Flue gas is first partially saturated and cooled with water to a temperature of 150°±10° F. The flue gas is subsequently mixed with ammonia and passed to the reactor where the flue gas-ammonia mixtu... The reactants are N (ammonia), N (ammonia), S(=O)=O (sulfur dioxide), N (ammonia), S(=O)(=O)([O-])[O-].[NH4+].[NH4+] (ammonium sulfate), [N+](=O)([O-])[O-] (nitrate), N (ammonia). As a reaction SMILES: [NH3:1].[S:2]([O-:6])([O-:5])(=[O:4])=[O:3].[NH4+].[NH4+].[N+:9]([O-:12])([O-:11])=[O:10].S(=O)=O>O>[S:2]([O-:6])([O-:5])(=[O:4])=[O:3].[NH4+:9].[NH4+:1].[N+:9]([O-:12])([O-:11])=[O:10].[NH4+:9] |f:1.2.3,7.8.9,10.11|. Run in O (water). Starting materials: C([O-])([O-])=O.[Pb+2] (lead(II) carbonate), C1(=CC=CC=C1)O (PhOH), C1(=CC=CC=C1)O (PhOH), C1(=CC=CC=C1)O (PhOH). Run in O (water). Run at temperature 180 celsius. Product: O(C1=CC=CC=C1)[Pb]OC1=CC=CC=C1 (diphenoxy lead), C(=O)=O (carbon dioxide). Reaction SMILES: [C:1]1([OH:7])[CH:6]=[CH:5][CH:4]=[CH:3][CH:2]=1.[C:8](=[O:11])([O-:10])[O-:9].[Pb+2:12]>O>[O:7]([Pb:12][O:11][C:8]1[CH:5]=[CH:6][CH:1]=[CH:2][CH:3]=1)[C:1]1[CH:6]=[CH:5][CH:4]=[CH:3][CH:2]=1.[C:8](=[O:10])=[O:9] |f:1.2|. Reported procedure: Then, 1.021 kg of PhOH was charged into reaction vessel 50 and stirred at 180° C. (as measured at the jacket) under atmospheric pressure, to thereby effect a reaction. During the reaction, unreacted PhOH was distilled off from the top of distillation column 54 disposed on reaction vessel 50 at a rate of 0.1 kg/hr through conduit 55A. Thus, in reaction vessel 50, a reaction proceeded in which lead(II) carbonate reacts with PhOH to form diphenoxy lead, carbon dioxide and water. The carbon dioxide ... Reactants: C(C)N(C(C1=C(C=CC=C1)Cl)=O)CC (N,N-Diethyl-2-chlorobenzamide), C[Si](C1=CC=CC=C1)(C)Cl (dimethylphenylsilyl chloride). The product is C(C)N(C(C1=C(C=CC=C1[Si](C1=CC=CC=C1)(C)C)Cl)=O)CC (N,N-Diethyl-2-chloro-6-(dimethylphenylsilyl)benzamide). RXN SMILES: [CH2:1]([N:3]([CH2:13][CH3:14])[C:4](=[O:12])[C:5]1[CH:10]=[CH:9][CH:8]=[CH:7][C:6]=1[Cl:11])[CH3:2].[CH3:15][Si:16](Cl)([CH3:23])[C:17]1[CH:22]=[CH:21][CH:20]=[CH:19][CH:18]=1>>[CH2:13]([N:3]([CH2:1][CH3:2])[C:4](=[O:12])[C:5]1[C:10]([Si:16]([CH3:23])([CH3:15])[C:17]2[CH:22]=[CH:21][CH:20]=[CH:19][CH:18]=2)=[CH:9][CH:8]=[CH:7][C:6]=1[Cl:11])[CH3:14]. Procedure: The title compound was prepared from the compound of Example e and 1.1 eq dimethylphenylsilyl chloride according to General Method A. Purification by HPLC with 1:9 ethyl acetate/hexanes gave 6.3 g of the desired product as a clear oil, a 91% yield. The reactants are [BH4-].[Na+] (NaBH4), BrC1=CC=C(C=C1)C=1CCCN1 (5-(4-bromophenyl)-3,4-dihydro-2H-pyrrole). Solvent: O.CO (H2O MeOH). Conditions: time 4 hour. The product is BrC1=CC=C(C=C1)C1NCCC1 (2-(4-Bromophenyl)pyrrolidine). The yield is 84.0%. Reaction SMILES: [BH4-].[Na+].[Br:3][C:4]1[CH:9]=[CH:8][C:7]([C:10]2[CH2:11][CH2:12][CH2:13][N:14]=2)=[CH:6][CH:5]=1>O.CO>[Br:3][C:4]1[CH:5]=[CH:6][C:7]([CH:10]2[CH2:11][CH2:12][CH2:13][NH:14]2)=[CH:8][CH:9]=1 |f:0.1,3.4|. Procedure: NaBH4 (1.52 g, 40 mmol) was added to a solution of 5-(4-bromophenyl)-3,4-dihydro-2H-pyrrole (4.48 g, 20 mmol) in H2O/MeOH (30 mL, v/v 1:4) at −41° C. After stirred for 4 hrs, the solution was allowed to warm to room temperature. Once the reaction was deemed complete by TLC, the unreacted NaBH4 was quenched by the addition of 2 N HCl. The solution was then diluted with water and ether, and separated two layers. The aqueous layer was washed with an additional portion of ether, basified with 4 M Na... Reactants: solution, B(Br)(Br)Br (BBr3), C(Cl)Cl (DCM), COC=1C=CC=C2C(N(C(=NC12)C)C)=O (8-methoxy-3-N-methyl-2-methylquinazolin-4-[3 H]-one), [OH-].[Na+] (NaOH), Cl (HCl). The product is OC=1C=CC=C2C(N(C(=NC12)C)C)=O (8-Hydroxy-3-N-methyl-2-methylquinazolin-4-[3 H]-one). The yield is 57.1%. As a reaction SMILES: B(Br)(Br)Br.C(Cl)Cl.C[O:9][C:10]1[CH:11]=[CH:12][CH:13]=[C:14]2[C:19]=1[N:18]=[C:17]([CH3:20])[N:16]([CH3:21])[C:15]2=[O:22].[OH-].[Na+].Cl>>[OH:9][C:10]1[CH:11]=[CH:12][CH:13]=[C:14]2[C:19]=1[N:18]=[C:17]([CH3:20])[N:16]([CH3:21])[C:15]2=[O:22] |f:3.4|. Procedure: A 1.0 M solution of BBr3 in DCM (2.9 ml, 2.9 mmol) was added to 8-methoxy-3-N-methyl-2-methylquinazolin-4-[3 H]-one (0.2 g, 0.98 mmol) to form a yellow suspension, which was gently refluxed for 48 hours. The solvent was directly distilled from the reaction vessel to leave a yellow/green solid, which was hydrolysed with 10% aq. NaOH solution to give a cream suspension. The suspension was neutralised with 1.0 M aqueous HCl and then extracted into EtOAc. The organic layers were combined, dried (MgS... Reactants: [N+](=O)([O-])C1=C(C=CC=C1)CS(=O)(=O)N (2-nitrophenylmethanesulfonamide), C(CCC)N=C=O (butyl isocyanate), C1CN2CCN1CC2 (DABCO), liquid, C(=O)(Cl)Cl (phosgene). The solvent is xylenes. Product: [N+](=O)([O-])C1=C(C=CC=C1)CS(=O)(=O)N=C=O (2-nitrophenylmethanesulfonyl isocyanate). Reaction SMILES: [N+:1]([C:4]1[CH:9]=[CH:8][CH:7]=[CH:6][C:5]=1[CH2:10][S:11]([NH2:14])(=[O:13])=[O:12])([O-:3])=[O:2].C(N=[C:20]=[O:21])CCC.C1N2CCN(CC2)C1.C(Cl)(Cl)=O>>[N+:1]([C:4]1[CH:9]=[CH:8][CH:7]=[CH:6][C:5]=1[CH2:10][S:11]([N:14]=[C:20]=[O:21])(=[O:12])=[O:13])([O-:3])=[O:2]. Reported procedure: A solution of 9.0 g of the product of Example 3, 4.2 g of butyl isocyanate and 0.1 g of DABCO in 80 ml of dry xylenes was heated to 136°. To this solution was added 3.0 ml of liquid phosgene at such a rate as to maintain the temperature between 125° and 136°. This addition required about 21/2 hours. The solution was cooled to 25°, filtered under nitrogen and stripped in vacuo to give crude 2-nitrophenylmethanesulfonyl isocyanate as a viscous, moisture-sensitive oil showing a sulfonyl isocyanate ...